From a dataset of the Open Reaction Database (ORD), a public repository of structured organic reaction records. describe an organic reaction: reactants, conditions, products, and yield Reactants: C(C)(C)(C)OC(=O)N1C[C@H](CC1)[C@H](CC=C)O ((S)-3-((S)-1-Hydroxy-but-3-enyl)pyrrolidine-1-carboxylic acid t-butyl ester), CN(C)C=O (DMF), [H-].[Na+] (Sodium hydride), [H-].[Na+] (sodium hydride), ClC1=C(C(=CC=C1)F)C (2-Chloro-6-fluorotoluene). Reaction conditions: temperature 70 celsius, time 15 minute. Yields the product ClC=1C(=C(O[C@@H](CC=C)[C@@H]2CNCC2)C=CC1)C ((S)-3-[(S)-1-(3-Chloro-2-methylphenoxy)but-3-enyl]-pyrrolidine), mono-TFA. The yield is 100.0%. Reaction SMILES: C(OC([N:8]1[CH2:12][CH2:11][C@H:10]([C@@H:13]([OH:17])[CH2:14][CH:15]=[CH2:16])[CH2:9]1)=O)(C)(C)C.CN(C=O)C.[H-].[Na+].[Cl:25][C:26]1[CH:31]=[CH:30][CH:29]=[C:28](F)[C:27]=1[CH3:33]>>[Cl:25][C:26]1[C:27]([CH3:33])=[C:28]([CH:29]=[CH:30][CH:31]=1)[O:17][C@H:13]([C@H:10]1[CH2:11][CH2:12][NH:8][CH2:9]1)[CH2:14][CH:15]=[CH2:16] |f:2.3|. Procedure details: (S)-3-((S)-1-Hydroxy-but-3-enyl)pyrrolidine-1-carboxylic acid t-butyl ester (31 mg, 130 μmmol) was dissolved in DMF (470 μL, 6.1 mmol). 60% Sodium hydride in oil (0.4:0.6, sodium hydride:mineral oil, 10.1 mg, 169 μmmol) was carefully added, and the mixture allowed to stand for 15 minutes. 2-Chloro-6-fluorotoluene (47.0 μL, 390 μmmol) was added. The mixture was stirred at 70° C. for 3 hours. The reaction was quenched with MeOH, and the solvent was removed. 1.2M HCl in EtOH (630 μL, 760 μmmol) was... Reactants: C(C)OC(CC1=CNC=2N(C1=O)N=C(C2)C2CC2)=O ((2-cyclopropyl-7-oxo-4,7-dihydro-pyrazolo[1,5-a]pyrimidin-6-yl)-acetic acid ethyl ester), [H-].[Na+] (sodium hydride), CI (methyl iodide). Solvent: O1CCCC1 (tetrahydrofuran), C(C)(=O)OCC (ethyl acetate), O (water). Conditions: time 30 minute. Yields the product C(C)OC(CC1=CN(C=2N(C1=O)N=C(C2)C2CC2)C)=O ((2-Cyclopropyl-4-methyl-7-oxo-4,7-dihydro-pyrazolo[1,5-a]pyrimidin-6-yl)-acetic acid ethyl ester). Isolated yield 19.4%. As a reaction SMILES: [CH2:1]([O:3][C:4](=[O:19])[CH2:5][C:6]1[C:11](=[O:12])[N:10]2[N:13]=[C:14]([CH:16]3[CH2:18][CH2:17]3)[CH:15]=[C:9]2[NH:8][CH:7]=1)[CH3:2].[H-].[Na+].[CH3:22]I>O1CCCC1.C(OCC)(=O)C.O>[CH2:1]([O:3][C:4](=[O:19])[CH2:5][C:6]1[C:11](=[O:12])[N:10]2[N:13]=[C:14]([CH:16]3[CH2:17][CH2:18]3)[CH:15]=[C:9]2[N:8]([CH3:22])[CH:7]=1)[CH3:2] |f:1.2|. Reported procedure: To a suspension of (2-cyclopropyl-7-oxo-4,7-dihydro-pyrazolo[1,5-a]pyrimidin-6-yl)-acetic acid ethyl ester (80 mg, 0.3 mmol, 1 eq) described in example 90 in tetrahydrofuran (2 mL) was added sodium hydride (16 mg, 3.9 mmol, 1.3 eq). The mixture was stirred during 30 min at room temperature and methyl iodide (30 μL, 0.5 mmol, 1.5 eq) was added. The mixture was stirred at room temperature for 5 h. The mixture was then diluted with ethyl acetate (5 mL) and water (5 mL) was added. The aqueous layer ... The reactants are C(=O)(O)[O-].[Na+] (NaHCO3), S1C(=CC=C1)CC(=O)NC1[C@@H]2N(C(=C([C@@H](S2)C)COC(C)=O)C(=O)O)C1=O (7-(2-thienylacetamido)-2β-methyl-3-acetoxymethylceph-3-em-4-carboxylic acid), C(=O)(O)[O-].[Na+] (NaHCO3), CN1N=NN=C1S (1-methyl-5-mercaptotetrazole). Solvent: 1, P(O)(O)(O)=O (phosphoric acid). Run at temperature 50 celsius, time 6 hour. Product: S1C(=CC=C1)CC(=O)NC1[C@@H]2N(C(=C([C@@H](S2)C)CSC2=NN=NN2C)C(=O)[O-])C1=O.[Na+] (sodium 7-(2-thienylacetamido)-2β-methyl-3-(1-methyl-1H-tetrazol-5-yl)thiomethylceph-3-em-4-carboxylate). Yield: 30.3%. Reaction SMILES: [S:1]1[CH:5]=[CH:4][CH:3]=[C:2]1[CH2:6][C:7]([NH:9][CH:10]1[C:26](=[O:27])[N:12]2[C:13]([C:23]([OH:25])=[O:24])=[C:14]([CH2:18]OC(=O)C)[C@H:15]([CH3:17])[S:16][C@H:11]12)=[O:8].C([O-])(O)=O.[Na+:32].[CH3:33][N:34]1[C:38]([SH:39])=[N:37][N:36]=[N:35]1>P(=O)(O)(O)O>[S:1]1[CH:5]=[CH:4][CH:3]=[C:2]1[CH2:6][C:7]([NH:9][CH:10]1[C:26](=[O:27])[N:12]2[C:13]([C:23]([O-:25])=[O:24])=[C:14]([CH2:18][S:39][C:38]3[N:34]([CH3:33])[N:35]=[N:36][N:37]=3)[C@H:15]([CH3:17])[S:16][C@H:11]12)=[O:8].[Na+:32] |f:1.2,5.6|. Procedure: In 20 ml of 1/15M phosphoric acid buffer solution (pH 6.4) were dissolved 410 mg of 7-(2-thienylacetamido)-2β-methyl-3-acetoxymethylceph-3-em-4-carboxylic acid and 84 mg of NaHCO3, and 139 mg of 1-methyl-5-mercaptotetrazole was then added to the solution. The reaction solution was stirred at 50° C. for 6 hours, while maintaining it at pH 6.4 by pouring 5% aqueous NaHCO3, and then added on a column of Amberlite XAD-II (produced by Rohm & Haas), followed by washing with water and eluting by the gr...